This data is from the Open Reaction Database (ORD), a public repository of structured organic reaction records. The task is: describe an organic reaction: reactants, conditions, products, and yield The reactants are C#CCn1ccnc1, C1CCNC1, [Cl-], C1COCCO1. Product: C(#CCn1ccnc1)CN1CCCC1. RXN SMILES: [CH2:1]([C:2]#[CH:3])[n:4]1[cH:5][n:6][cH:7][cH:8]1.[CH2:9]1[CH2:10][CH2:11][NH:12][CH2:13]1.[Cl-:14].[O:15]1[CH2:16][CH2:20][O:19][CH2:18][CH2:17]1>>[CH2:1]([C:2]#[C:3][CH2:16][N:12]1[CH2:11][CH2:10][CH2:9][CH2:13]1)[n:4]1[cH:5][n:6][cH:7][cH:8]1.